From a dataset of the Open Reaction Database (ORD), a public repository of structured organic reaction records. describe an organic reaction: reactants, conditions, products, and yield The reactants are CO (methanol), O (water), C1(CC1)COC=1C=C(C(=O)NC2CC3OC3CC2C2=CC(=C(C=C2)OC)OC)C=CC1OCC1CC1 ((±)-3,4-bis-cyclopropylmethoxy-N-[(3RS,4RS)-4-(3,4-dimethoxyphenyl)-7-oxabicyclo[4.1.0]-hept-3-yl]benzamide), C1(CC1)COC=1C=C(C(=O)NC2CC3OC3CC2C2=CC(=C(C=C2)OC)OC)C=CC1OCC1CC1 ((±)-3,4-bis-cyclopropylmethoxy-N-[(3RS,4RS)-4-(3,4-dimethoxyphenyl)-7-oxabicyclo[4.1.0]-hept-3-yl]benzamide), [BH4-].[Na+] (sodium borohydride). Run in C(C)(=O)OCC (ethyl acetate), C(C)(C)(C)O (tert-butanol). Yields the product C1(CC1)COC=1C=C(C(=O)NC2C(CCC(C2)O)C2=CC(=C(C=C2)OC)OC)C=CC1OCC1CC1 ((±)-3,4-Bis-cyclopropylmethoxy-N-[(1RS,2RS,5RS)-2-(3,4-dimethoxyphenyl)-5-hydroxycyclohexyl]benzamide). Yield: 68.2%. As a reaction SMILES: [CH:1]1([CH2:4][O:5][C:6]2[CH:7]=[C:8]([CH:29]=[CH:30][C:31]=2[O:32][CH2:33][CH:34]2[CH2:36][CH2:35]2)[C:9]([NH:11][CH:12]2[CH:18]([C:19]3[CH:24]=[CH:23][C:22]([O:25][CH3:26])=[C:21]([O:27][CH3:28])[CH:20]=3)[CH2:17][CH:16]3[CH:14]([O:15]3)[CH2:13]2)=[O:10])[CH2:3][CH2:2]1.[BH4-].[Na+].CO.O>C(O)(C)(C)C.C(OCC)(=O)C>[CH:1]1([CH2:4][O:5][C:6]2[CH:7]=[C:8]([CH:29]=[CH:30][C:31]=2[O:32][CH2:33][CH:34]2[CH2:35][CH2:36]2)[C:9]([NH:11][CH:12]2[CH2:13][CH:14]([OH:15])[CH2:16][CH2:17][CH:18]2[C:19]2[CH:24]=[CH:23][C:22]([O:25][CH3:26])=[C:21]([O:27][CH3:28])[CH:20]=2)=[O:10])[CH2:2][CH2:3]1 |f:1.2|. Procedure: 16.5 g of (±)-3,4-bis-cyclopropylmethoxy-N-[(3RS,4RS)-4-(3,4-dimethoxyphenyl)-7-oxabicyclo[4.1.0]-hept-3-yl]benzamide (compound E1) are dissolved in 500 ml of tert-butanol, 5.0 g of sodium borohydride are added and the reaction mixture is heated to boiling. After slow addition of 70 ml of methanol, the reaction mixture is cooled and treated with 200 ml of water and 150 ml of ethyl acetate. The organic phase is dried using sodium sulfate, concentrated and the residue is chromatographed on silica ... The reactants are O=C([O-])O, CCOC(C)=O, Cl, Cl, O=C(Cl)c1ccc(F)cc1, NCC(=O)c1cccnc1, [Na+], C1CCOC1, O. Yields the product O=C(CNC(=O)c1ccc(F)cc1)c1cccnc1. RXN SMILES: [C:23](=[O:24])([O-:25])[OH:26].[CH3:33][CH2:34][O:35][C:36](=[O:37])[CH3:38].[ClH:1].[ClH:2].[F:13][c:14]1[cH:15][cH:16][c:17]([C:18](=[O:19])[Cl:20])[cH:21][cH:22]1.[NH2:3][CH2:4][C:5](=[O:6])[c:7]1[cH:8][n:9][cH:10][cH:11][cH:12]1.[Na+:27].[O:28]1[CH2:29][CH2:30][CH2:31][CH2:32]1.[OH2:39]>>[NH:3]([CH2:4][C:5](=[O:6])[c:7]1[cH:8][n:9][cH:10][cH:11][cH:12]1)[C:18]([c:17]1[cH:16][cH:15][c:14]([F:13])[cH:22][cH:21]1)=[O:19]. Starting materials: O.Cl.N1C(CCCC1)=O (piperidone hydrochloride monohydrate), C(C)N(C(C)C)C(C)C (N-ethyl-N,N-diisopropylamine), C1(=CC=C(C=C1)S(=O)(=O)OCCC1COC2=CC=CC=C2C1)C (3-[2-(p-toluenesulphonyloxy)ethyl]chroman). Solvent: CN(C=O)C (dimethylformamide). Conditions: time 18 hour. Product: O1CC(CC2=CC=CC=C12)CCN1CCC(CC1)=O (1-[2-(chroman-3-yl)ethyl]-4-oxopiperidine). Reaction SMILES: [OH2:1].Cl.[NH:3]1[CH2:8][CH2:7][CH2:6][CH2:5][C:4]1=O.C(N(C(C)C)C(C)C)C.C1(C)C=CC(S(O[CH2:29][CH2:30][CH:31]2[CH2:40][C:39]3[C:34](=[CH:35][CH:36]=[CH:37][CH:38]=3)[O:33][CH2:32]2)(=O)=O)=CC=1>CN(C)C=O>[O:33]1[C:34]2[C:39](=[CH:38][CH:37]=[CH:36][CH:35]=2)[CH2:40][CH:31]([CH2:30][CH2:29][N:3]2[CH2:8][CH2:7][C:6](=[O:1])[CH2:5][CH2:4]2)[CH2:32]1 |f:0.1.2|. Procedure: First 8.45 g (55 mmol) of piperidone hydrochloride monohydrate and then 22.62 g (175 mmol) of N-ethyl-N,N-diisopropylamine are added to a solution of 16.62 g (50 mmol) of 3-[2-(p-toluenesulphonyloxy)ethyl]chroman in 100 ml of dimethylformamide. The mixture is stirred for 18 hours at 80° and, after cooling, is concentrated to dryness by evaporation under reduced pressure. The residue is dissolved in diethyl ether and washed with water. The organic phase is separated off and extracted with 2N hydr... Starting materials: CN1CCN(S(=O)(=O)CCc2ccc(Br)cc2)CC1, COc1ccc(CN(Cc2ccc(OC)cc2)c2ncc(-c3nc(N4CCOCC4)nc4c3CCN4)cn2)cc1. The product is COc1ccc(CN(Cc2ccc(OC)cc2)c2ncc(-c3nc(N4CCOCC4)nc4c3CCN4c3ccc(CCS(=O)(=O)N4CCN(C)CC4)cc3)cn2)cc1. RXN SMILES: [Br:41][c:42]1[cH:43][cH:44][c:45]([CH2:48][CH2:49][S:50](=[O:51])(=[O:52])[N:53]2[CH2:54][CH2:55][N:56]([CH3:59])[CH2:57][CH2:58]2)[cH:46][cH:47]1.[CH3:1][O:2][c:3]1[cH:4][cH:5][c:6]([CH2:7][N:8]([c:9]2[n:10][cH:11][c:12](-[c:15]3[c:16]4[c:17]([n:18][c:19]([N:21]5[CH2:22][CH2:23][O:24][CH2:25][CH2:26]5)[n:20]3)[NH:27][CH2:28][CH2:29]4)[cH:13][n:14]2)[CH2:30][c:31]2[cH:32][cH:33][c:34]([O:37][CH3:38])[cH:35][cH:36]2)[cH:39][cH:40]1>>[CH3:1][O:2][c:3]1[cH:4][cH:5][c:6]([CH2:7][N:8]([c:9]2[n:10][cH:11][c:12](-[c:15]3[c:16]4[c:17]([n:18][c:19]([N:21]5[CH2:22][CH2:23][O:24][CH2:25][CH2:26]5)[n:20]3)[N:27]([c:42]3[cH:43][cH:44][c:45]([CH2:48][CH2:49][S:50](=[O:51])(=[O:52])[N:53]5[CH2:54][CH2:55][N:56]([CH3:59])[CH2:57][CH2:58]5)[cH:46][cH:47]3)[CH2:28][CH2:29]4)[cH:13][n:14]2)[CH2:30][c:31]2[cH:32][cH:33][c:34]([O:37][CH3:38])[cH:35][cH:36]2)[cH:39][cH:40]1. Reactants: N#CC(=NOC(F)F)c1ccccc1CBr, Cc1ccc(C)c(O)c1, CC#N, C1COCCOCCOCCOCCOCCO1, O. Product: Cc1ccc(C)c(OCc2ccccc2C(C#N)=NOC(F)F)c1. As a reaction SMILES: [Br:1][CH2:2][c:3]1[c:4]([C:9]([C:10]#[N:11])=[N:12][O:13][CH:14]([F:15])[F:16])[cH:5][cH:6][cH:7][cH:8]1.[CH3:17][c:18]1[c:19]([OH:25])[cH:20][c:21]([CH3:24])[cH:22][cH:23]1.[CH3:45][C:46]#[N:47].[O:26]1[CH2:27][CH2:28][O:29][CH2:30][CH2:31][O:32][CH2:33][CH2:34][O:35][CH2:36][CH2:37][O:38][CH2:39][CH2:40][O:41][CH2:42][CH2:43]1.[OH2:44]>>[CH2:2]([c:3]1[c:4]([C:9]([C:10]#[N:11])=[N:12][O:13][CH:14]([F:15])[F:16])[cH:5][cH:6][cH:7][cH:8]1)[O:25][c:19]1[c:18]([CH3:17])[cH:23][cH:22][c:21]([CH3:24])[cH:20]1. Reactants: CCCC(C)C, CC(=O)Nc1nc(C)c(-c2cccc(N)n2)s1, O=S(=O)(Cl)c1ccccc1, c1ccncc1. Product: CC(=O)Nc1nc(C)c(-c2cccc(NS(=O)(=O)c3ccccc3)n2)s1. RXN SMILES: [CH3:28][CH2:29][CH2:30][CH:31]([CH3:32])[CH3:33].[NH2:11][c:12]1[cH:13][cH:14][cH:15][c:16](-[c:18]2[c:19]([CH3:27])[n:20][c:21]([NH:23][C:24]([CH3:25])=[O:26])[s:22]2)[n:17]1.[c:1]1([S:7](=[O:8])(=[O:9])[Cl:10])[cH:2][cH:3][cH:4][cH:5][cH:6]1.[cH:34]1[cH:35][cH:36][n:37][cH:38][cH:39]1>>[c:1]1([S:7](=[O:8])(=[O:9])[NH:11][c:12]2[cH:13][cH:14][cH:15][c:16](-[c:18]3[c:19]([CH3:27])[n:20][c:21]([NH:23][C:24]([CH3:25])=[O:26])[s:22]3)[n:17]2)[cH:2][cH:3][cH:4][cH:5][cH:6]1.